This data is from the Open Reaction Database (ORD), a public repository of structured organic reaction records. The task is: describe an organic reaction: reactants, conditions, products, and yield Reactants: CCCCO, CCOC(C)=O, CCN(C(C)C)C(C)C, CC(C)Oc1cc(Nc2nc(Cl)ncc2[N+](=O)[O-])n[nH]1, Cl, CC(N)c1ncc(F)cn1. Product: CC(C)Oc1cc(Nc2nc(NC(C)c3ncc(F)cn3)ncc2[N+](=O)[O-])n[nH]1. Reaction SMILES: [CH2:41]([OH:42])[CH2:43][CH2:44][CH3:45].[CH3:46][CH2:47][O:48][C:49](=[O:50])[CH3:51].[CH:32]([N:33]([CH:34]([CH3:35])[CH3:36])[CH2:37][CH3:38])([CH3:39])[CH3:40].[Cl:1][c:2]1[n:3][cH:4][c:5]([N+:18](=[O:19])[O-:20])[c:6]([NH:8][c:9]2[n:10][nH:11][c:12]([O:14][CH:15]([CH3:16])[CH3:17])[cH:13]2)[n:7]1.[ClH:21].[F:22][c:23]1[cH:24][n:25][c:26]([CH:29]([CH3:30])[NH2:31])[n:27][cH:28]1>>[c:2]1([NH:31][CH:29]([c:26]2[n:25][cH:24][c:23]([F:22])[cH:28][n:27]2)[CH3:30])[n:3][cH:4][c:5]([N+:18](=[O:19])[O-:20])[c:6]([NH:8][c:9]2[n:10][nH:11][c:12]([O:14][CH:15]([CH3:16])[CH3:17])[cH:13]2)[n:7]1. Starting materials: CCO, Cl, NO, CC(=O)Cc1ccc(O)cn1. Yields the product Cl, CC(Cc1ccc(O)cn1)=NO. RXN SMILES: [CH3:15][CH2:16][OH:17].[ClH:12].[NH2:13][OH:14].[OH:1][c:2]1[cH:3][cH:4][c:5]([CH2:8][C:9]([CH3:10])=[O:11])[n:6][cH:7]1>>[ClH:12].[OH:1][c:2]1[cH:3][cH:4][c:5]([CH2:8][C:9]([CH3:10])=[N:13][OH:14])[n:6][cH:7]1. Reactants: COc1cc(C(=O)O)nc2ccccc12, NCC1CC2CC2N1C(=O)c1nc(N)sc1-c1cccc(F)c1. Product: COc1cc(C(=O)NCC2CC3CC3N2C(=O)c2nc(N)sc2-c2cccc(F)c2)nc2ccccc12. As a reaction SMILES: [CH3:24][O:25][c:26]1[cH:27][c:28]([C:36](=[O:37])[OH:38])[n:29][c:30]2[cH:31][cH:32][cH:33][cH:34][c:35]12.[NH2:1][c:2]1[s:3][c:4](-[c:17]2[cH:18][c:19]([F:23])[cH:20][cH:21][cH:22]2)[c:5]([C:7](=[O:8])[N:9]2[CH:10]3[CH2:11][CH:12]3[CH2:13][CH:14]2[CH2:15][NH2:16])[n:6]1>>[NH2:1][c:2]1[s:3][c:4](-[c:17]2[cH:18][c:19]([F:23])[cH:20][cH:21][cH:22]2)[c:5]([C:7](=[O:8])[N:9]2[CH:10]3[CH2:11][CH:12]3[CH2:13][CH:14]2[CH2:15][NH:16][C:36]([c:28]2[cH:27][c:26]([O:25][CH3:24])[c:35]3[c:30]([n:29]2)[cH:31][cH:32][cH:33][cH:34]3)=[O:37])[n:6]1. Starting materials: C(=O)([O-])[O-].[K+].[K+] (K2CO3), ClC(=O)OC(C)Cl (1-chloroethyl chloroformate), C(C1=CC=CC=C1)N1CCC2=C(CC1)C(=C(S2)C(C(C)(C)C)=O)Cl (1-(6-Benzyl-3-chloro-5,6,7,8-tetrahydro-4H-thieno[2,3-d]azepin-2-yl)-2,2-dimethyl-propan-1-one). Run in C(Cl)Cl (CH2Cl2), ClC(C)Cl (dichloroethane), CO (MeOH). Reaction conditions: temperature 22 celsius. The product is ClC1=C(SC=2CCNCCC21)C(C(C)(C)C)=O (1-(3-Chloro-5,6,7,8-tetrahydro-4H-thieno[2,3-d]azepin-2-yl)-2,2-dimethyl-propan-1-one). As a reaction SMILES: C([N:8]1[CH2:14][CH2:13][C:12]2[C:15]([Cl:24])=[C:16]([C:18](=[O:23])[C:19]([CH3:22])([CH3:21])[CH3:20])[S:17][C:11]=2[CH2:10][CH2:9]1)C1C=CC=CC=1.C([O-])([O-])=O.[K+].[K+].ClC(OC(Cl)C)=O>ClC(Cl)C.C(Cl)Cl.CO>[Cl:24][C:15]1[C:12]2[CH2:13][CH2:14][NH:8][CH2:9][CH2:10][C:11]=2[S:17][C:16]=1[C:18](=[O:23])[C:19]([CH3:21])([CH3:20])[CH3:22] |f:1.2.3|. Procedure details: A solution of the product from step (h) (assumed 0.35 mmol) in anhydrous dichloroethane (2 ml) was cooled to 0° C., treated with K2CO3 (−50 mg) and 1-chloroethyl chloroformate (0.38 ml, 3.5 mmol). The reaction was allowed to warmed to 22° C. for 18 hours. The reaction diluted with CH2Cl2 (50 ml) and washed with sat. NaHCO3 (2×50 ml), brine (50 ml), dried (MgSO4) and solvent evaporated in vacuo providing an oily residue, which was dissolved in anhydrous MeOH (10 ml) and refluxed for 1.5 hours. Th... The reactants are [Na].C1(=CC=CC=C1)C1(C(NC(N1)=O)=O)C1=CC=CC=C1 (5,5-Diphenylhydantoin sodium), ClCOCC1=CC=CC=C1 (chloromethylbenzylether), ice. The solvent is CN(C=O)C (dimethylformamide). Yields the product C(C1=CC=CC=C1)OCN1C(NC(C1=O)(C1=CC=CC=C1)C1=CC=CC=C1)=O (3-benzyloxymethyl-5,5-diphenylhydantoin). Reaction SMILES: [Na].[C:2]1([C:8]2([C:15]3[CH:20]=[CH:19][CH:18]=[CH:17][CH:16]=3)[NH:12][C:11](=[O:13])[NH:10][C:9]2=[O:14])[CH:7]=[CH:6][CH:5]=[CH:4][CH:3]=1.Cl[CH2:22][O:23][CH2:24][C:25]1[CH:30]=[CH:29][CH:28]=[CH:27][CH:26]=1>CN(C)C=O>[CH2:24]([O:23][CH2:22][N:10]1[C:9](=[O:14])[C:8]([C:2]2[CH:7]=[CH:6][CH:5]=[CH:4][CH:3]=2)([C:15]2[CH:16]=[CH:17][CH:18]=[CH:19][CH:20]=2)[NH:12][C:11]1=[O:13])[C:25]1[CH:30]=[CH:29][CH:28]=[CH:27][CH:26]=1 |f:0.1,^1:0|. Procedure details: 5,5-Diphenylhydantoin sodium (27.5 g) was suspended in 250 ml of dimethylformamide. To the suspension was added 15 ml of chloromethylbenzylether with good stirring and the mixture was stirred at room temperature overnight. The reaction mixture was then poured into 1 liter of ice cold water and stirred for one hour. The solid product was removed by filtration and dissolved in 150 ml of hot ethanol. To the boiling solution 1 g of activated carbon was added and the hot solution was filtered through... The reactants are C(CSSCCS(=O)(=O)O)S(=O)(=O)O (2,2′-dithiobis ethane sulfonic acid), CC(=O)C (Acetone), [OH-].[Ca+2].[OH-] (calcium hydroxide), [OH-].[Ca+2].[OH-] (calcium hydroxide). Product: C(CSSCCS(=O)(=O)[O-])S(=O)(=O)[O-].[Ca+2] (Calcium 2,2′-Dithiobis Ethane Sulfonate). RXN SMILES: [CH2:1]([S:11]([OH:14])(=[O:13])=[O:12])[CH2:2][S:3][S:4][CH2:5][CH2:6][S:7]([OH:10])(=[O:9])=[O:8].[OH-].[Ca+2:16].[OH-].CC(C)=O>O>[CH2:1]([S:11]([O-:14])(=[O:13])=[O:12])[CH2:2][S:3][S:4][CH2:5][CH2:6][S:7]([O-:10])(=[O:8])=[O:9].[Ca+2:16] |f:1.2.3,6.7|. Isolated yield 85.0%. Reported procedure: A solution of 2,2′-dithiobis ethane sulfonic acid (2.5 g, containing 9% water, 8.1 mmol) in water (1.0 mL) was titrated with calcium hydroxide (98+% purity, Acros Organics) aqueous solution until the pH of the reaction solution was adjusted to 7.0. Overall, 0.60 g (8.1 mmol) calcium hydroxide was used. Acetone (200 mL) was added to the reaction solution to precipitate the product. The resulting white solid was isolated by filtration and dried under high vacuum to give 2.20 g of product (85% yiel... Solvent: O (water).